This data is from the Open Reaction Database (ORD), a public repository of structured organic reaction records. The task is: describe an organic reaction: reactants, conditions, products, and yield Starting materials: BrC=1C=C(C=C(C1)CN(C)C)CO ({3-Bromo-5-[(dimethylamino)methyl]phenyl}methanol). The reagents and catalysts are [O-2].[Mn+4].[O-2] (Manganese(IV) oxide). The solvent is C1(=CC=CC=C1)C (toluene). Conditions: temperature 105 celsius. The product is BrC=1C=C(C=O)C=C(C1)CN(C)C (3-Bromo-5-[(dimethylamino)methyl]benzaldehyde). The yield is 80.0%. RXN SMILES: [Br:1][C:2]1[CH:3]=[C:4]([CH2:12][OH:13])[CH:5]=[C:6]([CH2:8][N:9]([CH3:11])[CH3:10])[CH:7]=1>C1(C)C=CC=CC=1.[O-2].[Mn+4].[O-2]>[Br:1][C:2]1[CH:3]=[C:4]([CH:5]=[C:6]([CH2:8][N:9]([CH3:11])[CH3:10])[CH:7]=1)[CH:12]=[O:13] |f:2.3.4|. Procedure details: Manganese(IV) oxide (0.71 g, 8.2 mmol) was added to a solution of {3-bromo-5-[(dimethylamino)methyl]phenyl}methanol (0.40 g, 1.6 mmol, from Step B) in toluene (10 mL). The mixture was heated to 105° C. for 2 hours, then was cooled to room temperature and was filtered and concentrated to afford a light yellow oil (0.31 g, 80%). 1H NMR (400 MHz, CDCl3) δ 9.95 (s, 1H), 7.90 (dd, J=1.7 Hz, 1H), 7.82-7.69 (m, 2H), 3.46 (s, 2H), 2.25 (s, 6H). LCMS (M+H)+: 241.9, 243.9. Starting materials: ClC=1C=C(C=CC1Cl)[N+](=O)[O-] (3,4-dichloronitrobenzene), [F-].[K+] (potassium fluoride). The reagents and catalysts are [Cl-].C(CCCCCCCCCCCCCCCCC)[N+](C)(C)CCCCCCCCCCCCCCCCCC (distearyldimethylammonium chloride). Yields the product ClC=1C=C(C=CC1F)[N+](=O)[O-] (3-chloro-4-fluoronitrobenzene). Yield: 68.6%. Reaction SMILES: [Cl:1][C:2]1[CH:3]=[C:4]([N+:9]([O-:11])=[O:10])[CH:5]=[CH:6][C:7]=1Cl.[F-:12].[K+]>[Cl-].C([N+](CCCCCCCCCCCCCCCCCC)(C)C)CCCCCCCCCCCCCCCCC>[Cl:1][C:2]1[CH:3]=[C:4]([N+:9]([O-:11])=[O:10])[CH:5]=[CH:6][C:7]=1[F:12] |f:1.2,3.4|. Procedure details: 576 g (3 mol) of 3,4-dichloronitrobenzene, 58 g (0.1 mol) of distearyldimethylammonium chloride and 139 g (2.4 mol) of potassium fluoride were reacted analogously to Example 1. After filtering with suction, the residue was dissolved in water, the organic phase was separated off and the combined organic phases were fractionated. 289 g (69%, relative to potassium fluoride employed) of 3-chloro-4-fluoronitrobenzene were obtained. The reactants are CC(C)=O, Clc1cc(Cl)ncn1, [Na+], [OH-], O, O=C(O)c1cccc2cc(O)ccc12. The product is O=C(O)c1cccc2cc(Oc3cc(Cl)ncn3)ccc12. RXN SMILES: [CH3:26][C:27](=[O:28])[CH3:29].[Cl:17][c:18]1[n:19][cH:20][n:21][c:22]([Cl:24])[cH:23]1.[Na+:16].[OH-:15].[OH2:25].[OH:1][c:2]1[cH:3][c:4]2[cH:5][cH:6][cH:7][c:8]([C:12](=[O:13])[OH:14])[c:9]2[cH:10][cH:11]1>>[O:1]([c:2]1[cH:3][c:4]2[cH:5][cH:6][cH:7][c:8]([C:12](=[O:13])[OH:14])[c:9]2[cH:10][cH:11]1)[c:22]1[n:21][cH:20][n:19][c:18]([Cl:17])[cH:23]1. Starting materials: C(C1=CC=CC=C1)OC1=CC=C(C=C1)C1=NC=2N=C(N(C(C2N1COCC[Si](C)(C)C)=O)CCC)Cl (8-(4-benzyloxy-phenyl)-2-chloro-1-propyl-7-(2-trimethylsilanyl-ethoxymethyl)-1,7-dihydro-purin-6-one), O (water), C(=O)[O-].[NH4+] (ammonium formate). Reagents/catalysts: [Pd] (Pd/C). The solvent is CN(C)C=O (DMF). Reaction conditions: temperature 80 celsius. Yields the product OC1=CC=C(C=C1)C1=NC=2N=CN(C(C2N1COCC[Si](C)(C)C)=O)CCC (8-(4-hydroxy-phenyl)-1-propyl-7-(2-trimethylsilanyl-ethoxymethyl)-1,7-dihydro-purin-6-one). Yield: 79.6%. As a reaction SMILES: C([O:8][C:9]1[CH:14]=[CH:13][C:12]([C:15]2[N:23]([CH2:24][O:25][CH2:26][CH2:27][Si:28]([CH3:31])([CH3:30])[CH3:29])[C:22]3[C:21](=[O:32])[N:20]([CH2:33][CH2:34][CH3:35])[C:19](Cl)=[N:18][C:17]=3[N:16]=2)=[CH:11][CH:10]=1)C1C=CC=CC=1.O.C([O-])=O.[NH4+]>CN(C=O)C.[Pd]>[OH:8][C:9]1[CH:10]=[CH:11][C:12]([C:15]2[N:23]([CH2:24][O:25][CH2:26][CH2:27][Si:28]([CH3:29])([CH3:31])[CH3:30])[C:22]3[C:21](=[O:32])[N:20]([CH2:33][CH2:34][CH3:35])[CH:19]=[N:18][C:17]=3[N:16]=2)=[CH:13][CH:14]=1 |f:2.3|. Procedure details: To a solution of 8-(4-benzyloxy-phenyl)-2-chloro-1-propyl-7-(2-trimethylsilanyl-ethoxymethyl)-1,7-dihydro-purin-6-one (0.25 g, 0.00048 mol) in DMF:water nil), 10% Pd/C (0.130 g) and ammonium formate (0.66 g, 0.010 mol) were added and refluxed at 80° C. for 2 hours. The mixture was cooled and filtered through celite bed, solvent was removed and the residue was diluted with water (10 ml), acidified with citric acid and extracted with ethyl acetate (3×10 ml). The organic layer was washed with brine... Reactants: [OH-].[Na+] (sodium hydroxide), NC1=NC=2C=CC=CC2C2=C1N=C(N2NC(C)C)CO ([4-amino-1-(isopropylamino)-1H-imidazo[4,5-c]quinolin-2-yl]methanol). The reagents and catalysts are [Pt](=O)=O (platinum (IV) oxide). Solvent: C(Cl)(Cl)Cl (chloroform), O (water), FC(C(=O)O)(F)F (trifloroacetic acid). Conditions: time 18 hour. Product: NC1=NC=2CCCCC2C2=C1N=C(N2NC(C)C)CO ([4-amino-1-(isopropylamino)-6,7,8,9-tetrahydro-1H-imidazo[4,5-c]quinolin-2-yl]methanol). RXN SMILES: [NH2:1][C:2]1[C:11]2[N:12]=[C:13]([CH2:19][OH:20])[N:14]([NH:15][CH:16]([CH3:18])[CH3:17])[C:10]=2[C:9]2[CH:8]=[CH:7][CH:6]=[CH:5][C:4]=2[N:3]=1.[OH-].[Na+]>FC(F)(F)C(O)=O.C(Cl)(Cl)Cl.O.[Pt](=O)=O>[NH2:1][C:2]1[C:11]2[N:12]=[C:13]([CH2:19][OH:20])[N:14]([NH:15][CH:16]([CH3:18])[CH3:17])[C:10]=2[C:9]2[CH2:8][CH2:7][CH2:6][CH2:5][C:4]=2[N:3]=1 |f:1.2|. Procedure: A mixture of [4-amino-1-(isopropylamino)-1H-imidazo[4,5-c]quinolin-2-yl]methanol (0.120 g, 0.442 mmol) and platinum (IV) oxide (0.100 g, 0.422 mmol) in trifloroacetic acid (10 mL) was hydrogenated on a Parr apparatus at 50 psi (3.4×105 Pa) at room temperature for 18 hours. The mixture was diluted with chloroform (20 mL) and filtered through a pad of CELITE filter agent. The filter agent was rinsed with a 4:1 chloroform/methanol solution. The filtrate was concentrated under reduced pressure to yi... Reactants: C1CCOC1, CC[O-], CCO, CCOC=O, O=C1CC2CCCC(C1)N2S(=O)(=O)c1ccc(Cl)s1, [Na+]. The product is O=C1CC2CCCC(C1=CO)N2S(=O)(=O)c1ccc(Cl)s1. Reaction SMILES: [CH2:29]1[O:30][CH2:31][CH2:32][CH2:33]1.[CH3:26][CH2:27][O-:28].[CH3:34][CH2:35][OH:36].[CH:20](=[O:21])[O:22][CH2:23][CH3:24].[Cl:1][c:2]1[cH:3][cH:4][c:5]([S:7](=[O:8])(=[O:9])[N:10]2[CH:11]3[CH2:12][C:13](=[O:19])[CH2:14][CH:15]2[CH2:16][CH2:17][CH2:18]3)[s:6]1.[Na+:25]>>[Cl:1][c:2]1[cH:3][cH:4][c:5]([S:7](=[O:8])(=[O:9])[N:10]2[CH:11]3[CH2:12][C:13](=[O:19])[C:14](=[CH:20][OH:21])[CH:15]2[CH2:16][CH2:17][CH2:18]3)[s:6]1. Reactants: O=C([O-])[O-], CN, CC#N, O=[N+]([O-])c1ccc2c(c1)SCCN2CCCCl, Cl, [I-], [K+], [K+], [K+], O. RXN SMILES: [C:23](=[O:24])([O-:25])[O-:26].[CH3:19][NH2:20].[CH3:29][C:30]#[N:31].[Cl:1][CH2:2][CH2:3][CH2:4][N:5]1[c:6]2[c:7]([cH:11][c:12]([N+:15](=[O:16])[O-:17])[cH:13][cH:14]2)[S:8][CH2:9][CH2:10]1.[ClH:18].[I-:22].[K+:21].[K+:27].[K+:28].[OH2:32]>>[CH2:2]([CH2:3][CH2:4][N:5]1[c:6]2[c:7]([cH:11][c:12]([N+:15](=[O:16])[O-:17])[cH:13][cH:14]2)[S:8][CH2:9][CH2:10]1)[NH:20][CH3:19]. Product: CNCCCN1CCSc2cc([N+](=O)[O-])ccc21.